Dataset: the Open Reaction Database (ORD), a public repository of structured organic reaction records. Task: describe an organic reaction: reactants, conditions, products, and yield Starting materials: ClCCl (dichloromethane), monohydrate, NN (hydrazine), C(CC=C)C1=CC=C(C=O)C=C1 (4-(3-butenyl)benzaldehyde). Run in CO (methanol). Conditions: time 2 hour. Yields the product C(CC=C)C1=CC=C(C=NN=CC2=CC=C(C=C2)CCC=C)C=C1 (1,2-bis[4-(3-butenyl)benzylidene]hydrazine). RXN SMILES: [NH2:1][NH2:2].[CH2:3]([C:7]1[CH:14]=[CH:13][C:10]([CH:11]=O)=[CH:9][CH:8]=1)[CH2:4][CH:5]=[CH2:6].ClCCl>CO>[CH2:3]([C:7]1[CH:14]=[CH:13][C:10]([CH:11]=[N:1][N:2]=[CH:11][C:10]2[CH:13]=[CH:14][C:7]([CH2:3][CH2:4][CH:5]=[CH2:6])=[CH:8][CH:9]=2)=[CH:9][CH:8]=1)[CH2:4][CH:5]=[CH2:6]. Procedure: 8.4 g of a monohydrate of hydrazine and 45 g of 4-(3-butenyl)benzaldehyde were dissolved in 80 ml of methanol. The mixture was stirred at room temperature for 2 hours. To the mixture was then added 150 ml of dichloromethane. The mixture was then washed with saturated aqueous solution of sodium bicarbonate twice. The mixture was then dehydrated and dried over anhydrous sodium sulfate. The solvent was then distilled off under reduced pressure. The resulting crude reaction product was purified thro... Starting materials: [OH-].[Na+] (sodium hydroxide), ClC=1C=C(C=CC1OC(C)C)C1=NC(=NO1)C=1C=CC=C2C(=CNC12)CN[C@H](C)C(=O)OC (Methyl N-{[7-(5-{3-chloro-4-[(1-methylethyl)oxy]phenyl}-1,2,4-oxadiazol-3-yl)-1H-indol-3-yl]methyl}-D-alaninate). Run in O (water), O1CCCC1 (tetrahydrofuran), CO (methanol). Run at temperature 20 celsius, time 8 hour. Yields the product ClC=1C=C(C=CC1OC(C)C)C1=NC(=NO1)C=1C=CC=C2C(=CNC12)CN[C@H](C)C(=O)O (N-{[7-(5-{3-chloro-4-[(1-methylethyl)oxy]phenyl}-1,2,4-oxadiazol-3-yl)-1H-indol-3-yl]methyl}-D-alanine). The yield is 51.1%. Reaction SMILES: [Cl:1][C:2]1[CH:3]=[C:4]([C:12]2[O:16][N:15]=[C:14]([C:17]3[CH:18]=[CH:19][CH:20]=[C:21]4[C:25]=3[NH:24][CH:23]=[C:22]4[CH2:26][NH:27][C@@H:28]([C:30]([O:32]C)=[O:31])[CH3:29])[N:13]=2)[CH:5]=[CH:6][C:7]=1[O:8][CH:9]([CH3:11])[CH3:10].[OH-].[Na+]>O1CCCC1.CO.O>[Cl:1][C:2]1[CH:3]=[C:4]([C:12]2[O:16][N:15]=[C:14]([C:17]3[CH:18]=[CH:19][CH:20]=[C:21]4[C:25]=3[NH:24][CH:23]=[C:22]4[CH2:26][NH:27][C@@H:28]([C:30]([OH:32])=[O:31])[CH3:29])[N:13]=2)[CH:5]=[CH:6][C:7]=1[O:8][CH:9]([CH3:10])[CH3:11] |f:1.2|. Procedure details: To a solution of methyl N-{[7-(5-{3-chloro-4-[(1-methylethyl)oxy]phenyl}-1,2,4-oxadiazol-3-yl)-1H-indol-3-yl]methyl}-D-alaninate (D75) (262 mg) in tetrahydrofuran (5 mL) and methanol (5 mL) stirred at 20° C. was added a solution of sodium hydroxide (60 mg) in water (5 mL) in one charge. The reaction mixture was stirred at 20° C. overnight. The reaction mixture was concentrated to about 5 mL and then HCl aquous solution was added dropwise until no further white precipitate was formed. The solid w... The reactants are CCCCOCCOc1ccc(-c2ccc3c(c2)C=C(C(=O)Nc2ccc(S(=O)Cc4nccn4CCOC(C)=O)cc2)CCN3CC(C)C)cc1, CCO, Cl, [Na+], [OH-]. The product is CCCCOCCOc1ccc(-c2ccc3c(c2)C=C(C(=O)Nc2ccc(S(=O)Cc4nccn4CC(=O)O)cc2)CCN3CC(C)C)cc1. As a reaction SMILES: [C:1]([O:2][CH2:3][CH2:6][n:7]1[c:8]([CH2:12][S:13](=[O:14])[c:15]2[cH:16][cH:17][c:18]([NH:21][C:22](=[O:23])[C:24]3=[CH:30][c:29]4[c:28]([cH:34][cH:33][c:32](-[c:35]5[cH:36][cH:37][c:38]([O:41][CH2:42][CH2:43][O:44][CH2:45][CH2:46][CH2:47][CH3:48])[cH:39][cH:40]5)[cH:31]4)[N:27]([CH2:49][CH:50]([CH3:51])[CH3:52])[CH2:26][CH2:25]3)[cH:19][cH:20]2)[n:9][cH:10][cH:11]1)(=[O:4])[CH3:5].[CH3:56][CH2:57][OH:58].[ClH:55].[Na+:54].[OH-:53]>>[CH2:6]([n:7]1[c:8]([CH2:12][S:13](=[O:14])[c:15]2[cH:16][cH:17][c:18]([NH:21][C:22](=[O:23])[C:24]3=[CH:30][c:29]4[c:28]([cH:34][cH:33][c:32](-[c:35]5[cH:36][cH:37][c:38]([O:41][CH2:42][CH2:43][O:44][CH2:45][CH2:46][CH2:47][CH3:48])[cH:39][cH:40]5)[cH:31]4)[N:27]([CH2:49][CH:50]([CH3:51])[CH3:52])[CH2:26][CH2:25]3)[cH:19][cH:20]2)[n:9][cH:10][cH:11]1)[C:57](=[O:53])[OH:58]. Reactants: C(CCC)[Li] (n-butyl lithium), C(C1=CC=CC=C1)N1C=NC=C1C(CCCC1=CC=C(C=C1)F)=O (1-benzyl-5-[4-(4-fluorophenyl)-1-oxobutyl]-1H-imidazole), [Cl-].[NH4+] (ammonium chloride), C(C)(C)(C)NC(=O)C1=CC=C(C=C1)Br (p-tert-butylaminocarbonylphenyl bromide). Solvent: CCCCCC (hexane), O1CCCC1 (tetrahydrofuran), O1CCCC1 (tetrahydrofuran). Reaction conditions: temperature -70 celsius, time 1 hour. Yields the product C(C1=CC=CC=C1)N1C=NC=C1C(CCCC1=CC=C(C=C1)F)(C1=CC=C(C=C1)C(=O)NC(C)(C)C)O (1 -benzyl-5-[4-(4-fluorophenyl)-1-hydroxy-1-(4-tert-butylaminocarbonylphenyl)butyl]-1H-imidazole). Reaction SMILES: [C:1]([NH:5][C:6]([C:8]1[CH:13]=[CH:12][C:11](Br)=[CH:10][CH:9]=1)=[O:7])([CH3:4])([CH3:3])[CH3:2].C([Li])CCC.[CH2:20]([N:27]1[C:31]([C:32](=[O:43])[CH2:33][CH2:34][CH2:35][C:36]2[CH:41]=[CH:40][C:39]([F:42])=[CH:38][CH:37]=2)=[CH:30][N:29]=[CH:28]1)[C:21]1[CH:26]=[CH:25][CH:24]=[CH:23][CH:22]=1.[Cl-].[NH4+]>O1CCCC1.CCCCCC>[CH2:20]([N:27]1[C:31]([C:32]([OH:43])([C:11]2[CH:12]=[CH:13][C:8]([C:6]([NH:5][C:1]([CH3:4])([CH3:3])[CH3:2])=[O:7])=[CH:9][CH:10]=2)[CH2:33][CH2:34][CH2:35][C:36]2[CH:41]=[CH:40][C:39]([F:42])=[CH:38][CH:37]=2)=[CH:30][N:29]=[CH:28]1)[C:21]1[CH:26]=[CH:25][CH:24]=[CH:23][CH:22]=1 |f:3.4|. Procedure details: 9,9 g of p-tert-butylaminocarbonylphenyl bromide is dissolved in 200 ml of dry tetrahydrofuran and cooled to -70° C. To the solution is added dropwise n-butyl lithium (5,3 g) in hexane and the mixture is stirred for one hour. 1-benzyl-5-[4-(4-fluorophenyl)-1-oxobutyl]-1H-imidazole (10,4 g) in 200 ml of tetrahydrofuran is added to the mixture at -70° C. and the mixture is allowed to warm to room temperature and stirring is continued over night. Saturated ammonium chloride is added to the mixture ... The reactants are C(C)(C)OB(OC(C)C)OC(C)C (triisopropylborate), BrC=1C=C(C=CC1)CCO[Si](C)(C)C(C)(C)C ([2-(3-Bromo-phenyl)-ethoxy]-tert-butyl-dimethyl-silane), C(CCC)[Li] (n-butyllithium), C1CCOC1 (THF), solution. Solvent: O (water), CCCCCCC (n-heptane). Reaction conditions: temperature -70 celsius, time 1 hour. Yields the product C(C)(C)(C)[Si](OCCC=1C=C(C=CC1)B(O)O)(C)C (3-[2-(tert-Butyl-dimethyl-silanyloxy)-ethyl]-benzeneboronic acid). RXN SMILES: Br[C:2]1[CH:3]=[C:4]([CH2:8][CH2:9][O:10][Si:11]([C:14]([CH3:17])([CH3:16])[CH3:15])([CH3:13])[CH3:12])[CH:5]=[CH:6][CH:7]=1.C1COCC1.C([Li])CCC.C([O:31][B:32](OC(C)C)[O:33]C(C)C)(C)C>CCCCCCC.O>[C:14]([Si:11]([CH3:13])([CH3:12])[O:10][CH2:9][CH2:8][C:4]1[CH:3]=[C:2]([B:32]([OH:33])[OH:31])[CH:7]=[CH:6][CH:5]=1)([CH3:17])([CH3:16])[CH3:15]. Procedure: 50.0 g of [2-(3-Bromo-phenyl)-ethoxy]-tert-butyl-dimethyl-silane was dissolved using 500 ml of anhydrous THF and 64.6 ml of a 2.7M solution of n-butyllithium in n-heptane added dropwise at −70° C. The reaction mixture was then stirred at −70° C. for 1 h. 40.2 ml of triisopropylborate was then added dropwise at −70° C. and stirring was continued for 30 minutes at −70° C. The mixture was then allowed to warm to −20° C. and 500 ml of water added. The reaction mixture was then allowed to warm to roo... RXN SMILES: [Br-:14].[CH2:38]([Li:39])[CH2:40][CH2:41][CH3:42].[CH2:43]1[O:44][CH2:45][CH2:46][CH2:47]1.[CH3:1][O:2][c:3]1[cH:4][c:5]([CH:6]=[O:7])[cH:8][cH:9][c:10]1[N+:11](=[O:12])[O-:13].[CH3:48][CH2:49][CH2:50][CH2:51][CH2:52][CH3:53].[OH:15][CH2:16][CH2:17][CH2:18][P+:19]([c:20]1[cH:21][cH:22][cH:23][cH:24][cH:25]1)([c:26]1[cH:27][cH:28][cH:29][cH:30][cH:31]1)[c:32]1[cH:33][cH:34][cH:35][cH:36][cH:37]1>>[CH3:1][O:2][c:3]1[cH:4][c:5]([CH:6]=[CH:18][CH2:17][CH2:16][OH:15])[cH:8][cH:9][c:10]1[N+:11](=[O:12])[O-:13]. The product is COc1cc(C=CCCO)ccc1[N+](=O)[O-]. Starting materials: [Br-], [Li]CCCC, C1CCOC1, COc1cc(C=O)ccc1[N+](=O)[O-], CCCCCC, OCCC[P+](c1ccccc1)(c1ccccc1)c1ccccc1. Reactants: NC1=C(C=C(C=C1C)Cl)C(=O)C1=CC=CC=C1 ((2-amino-5-chloro-3-methyl-phenyl)-phenyl-methanone), ClC(CC(=O)OC)=O (methyl 3-chloro-3-oxopropanoate). The product is COC(CC(=O)NC1=C(C=C(C=C1C)Cl)C(C1=CC=CC=C1)=O)=O (N-(2-Benzoyl-4-chloro-6-methyl-phenyl)-malonamic acid methyl ester). As a reaction SMILES: [NH2:1][C:2]1[C:7]([CH3:8])=[CH:6][C:5]([Cl:9])=[CH:4][C:3]=1[C:10]([C:12]1[CH:17]=[CH:16][CH:15]=[CH:14][CH:13]=1)=[O:11].Cl[C:19](=[O:25])[CH2:20][C:21]([O:23][CH3:24])=[O:22]>>[CH3:24][O:23][C:21](=[O:22])[CH2:20][C:19]([NH:1][C:2]1[C:7]([CH3:8])=[CH:6][C:5]([Cl:9])=[CH:4][C:3]=1[C:10](=[O:11])[C:12]1[CH:17]=[CH:16][CH:15]=[CH:14][CH:13]=1)=[O:25]. Procedure details: The title compound was prepared in analogy to example 21 step A from (2-amino-5-chloro-3-methyl-phenyl)-phenyl-methanone and methyl 3-chloro-3-oxopropanoate. Brown oil. MS (ESI): 346.1 (M+H)+. Reactants: crude material, NCC=1C(=C(C(=CC1)Cl)OC=1C=C(C#N)C=C(C1)C1CC1)F (3-{[3-(aminomethyl)-6-chloro-2-fluorophenyl]oxy}-5-cyclopropylbenzonitrile), CC(C)(C)OC(=O)N(C=1NC(=C(N1)Cl)C(=O)O)C(=O)OC(C)(C)C (2-(bis{[(1,1-dimethylethyl)oxy]carbonyl}amino)-4-chloro-1H-imidazole-5-carboxylic acid), C=1C=CC2=C(C1)N=NN2O (HOBT), C(CCl)Cl (EDC). The solvent is CN(C)C=O (DMF), CCOC(=O)C (EtOAc). Run at time 45 minute. Product: CC(C)(C)OC(=O)N(C(=O)OC(C)(C)C)C=1NC(=C(N1)Cl)C(=O)NCC1=C(C(=C(C=C1)Cl)OC1=CC(=CC(=C1)C1CC1)C#N)F (bis(1,1-dimethylethyl)(4-chloro-5-{[({4-chloro-3-[(3-cyano-5-cyclopropylphenyl)oxy]-2-fluorophenyl}methyl)amino]carbonyl}-1H-imidazol-2-yl)imidodicarbonate). Yield: 83.6%. Reaction SMILES: [NH2:1][CH2:2][C:3]1[C:4]([F:22])=[C:5]([O:10][C:11]2[CH:12]=[C:13]([CH:16]=[C:17]([CH:19]3[CH2:21][CH2:20]3)[CH:18]=2)[C:14]#[N:15])[C:6]([Cl:9])=[CH:7][CH:8]=1.[CH3:23][C:24]([O:27][C:28]([N:30]([C:40]([O:42][C:43]([CH3:46])([CH3:45])[CH3:44])=[O:41])[C:31]1[NH:32][C:33]([C:37](O)=[O:38])=[C:34]([Cl:36])[N:35]=1)=[O:29])([CH3:26])[CH3:25].C1C=CC2N(O)N=NC=2C=1.C(Cl)CCl>CN(C=O)C.CCOC(C)=O>[CH3:46][C:43]([O:42][C:40]([N:30]([C:31]1[NH:32][C:33]([C:37]([NH:1][CH2:2][C:3]2[CH:8]=[CH:7][C:6]([Cl:9])=[C:5]([O:10][C:11]3[CH:18]=[C:17]([CH:19]4[CH2:20][CH2:21]4)[CH:16]=[C:13]([C:14]#[N:15])[CH:12]=3)[C:4]=2[F:22])=[O:38])=[C:34]([Cl:36])[N:35]=1)[C:28]([O:27][C:24]([CH3:23])([CH3:25])[CH3:26])=[O:29])=[O:41])([CH3:44])[CH3:45]. Procedure details: To a solution of 3-{[3-(aminomethyl)-6-chloro-2-fluorophenyl]oxy}-5-cyclopropylbenzonitrile (95 mg, 0.299 mmol), 2-(bis{[(1,1-dimethylethyl)oxy]carbonyl}amino)-4-chloro-1H-imidazole-5-carboxylic acid (120 mg, 0.299 mmol) and HOBT (45.7 mg, 0.299 mmol) in DMF (3 ml) was added EDC (57.2 mg, 0.299 mmol) and the reaction mixture was stirred at RT for 45 minutes. The reaction mixture was diluted with EtOAc and washed with water. The solvent was removed and the crude material bis(1,1-dimethylethyl)(4-... Starting materials: [OH-].[Na+] (NaOH), Cl (HCl), ice, NC1=CC=C(C(=O)O)C=C1 (p-aminobezoic acid), C([O-])([O-])=O.[Na+].[Na+] (sodium carbonate), N(=O)[O-].[Na+] (NaNO2), CON(C1=CC=CC=C1)OC (dimethoxyaniline), C(C)(=O)O (acetic acid). The solvent is O (water), O (DI water), O (DI water). The product is chloroform hexanes acetone, C(=O)(O)C1=CC=C(C=C1)N=NC1=CC(=C(N)C=C1OC)OC (4-(4-carboxyphenylazo)-2,5-dimethoxyaniline). Yield: 72.7%. As a reaction SMILES: [NH2:1][C:2]1[CH:10]=[CH:9][C:5]([C:6]([OH:8])=[O:7])=[CH:4][CH:3]=1.[C:11](=[O:14])([O-])[O-].[Na+].[Na+].[N:17]([O-])=O.[Na+].Cl.CO[N:24](OC)[C:25]1[CH:30]=[CH:29][CH:28]=[CH:27][CH:26]=1.[OH-].[Na+].[C:35]([OH:38])(=O)C>O>[C:6]([C:5]1[CH:9]=[CH:10][C:2]([N:1]=[N:17][C:28]2[C:27]([O:38][CH3:35])=[CH:26][C:25]([NH2:24])=[C:30]([O:14][CH3:11])[CH:29]=2)=[CH:3][CH:4]=1)([OH:8])=[O:7] |f:1.2.3,4.5,8.9|. Procedure details: To a cold solution of 10 g (72.9 mmol) of p-aminobezoic acid (3) and 2.4 g (22.6 mmol) of sodium carbonate in 100 mL of DI water was added a solution of 3.5 g (50.7 mmol) of NaNO2 in 10 mL of DI water at 15° C. with stirring. The above mixture was poured into a mixture of 10 mL of concentrated HCl and 60 gm of crashed ice with stirring. Then of 11.2 g (73.2 mmol) of dimethoxyaniline (7) and 6 ml of acetic acid were added to the reaction mixture. After 10 min the reaction mixture was neutralized ...